From a dataset of the Open Reaction Database (ORD), a public repository of structured organic reaction records. describe an organic reaction: reactants, conditions, products, and yield RXN SMILES: [Cl:17][C:18]([C:19]([Cl:20])=[O:21])=[O:22].[Cl:23][CH2:24][Cl:25].[Cl:6][c:7]1[cH:8][c:9]([I:16])[c:10]([C:11](=[O:12])[OH:13])[cH:14][cH:15]1.[O:1]=[CH:2][N:3]([CH3:4])[CH3:5]>>[Cl:6][c:7]1[cH:8][c:9]([I:16])[c:10]([C:11](=[O:12])[Cl:17])[cH:14][cH:15]1. Reactants: O=C(Cl)C(=O)Cl, ClCCl, O=C(O)c1ccc(Cl)cc1I, CN(C)C=O. The product is O=C(Cl)c1ccc(Cl)cc1I. Starting materials: BrC=1C2=CC=CC=C2C(=C2C=CC=CC12)[Si](C1=CC=CC=C1)(C1=CC=CC=C1)C1=CC=CC=C1 (9-bromo-10-triphenysilyl anthracene), C1=C(C=CC2=CC=CC=C12)B(O)O (2-naphthylboronic acid), C(=O)([O-])[O-].[K+].[K+] (K2CO3). Reagents/catalysts: [Pd].C1(=CC=CC=C1)P(C1=CC=CC=C1)C1=CC=CC=C1.C1(=CC=CC=C1)P(C1=CC=CC=C1)C1=CC=CC=C1.C1(=CC=CC=C1)P(C1=CC=CC=C1)C1=CC=CC=C1.C1(=CC=CC=C1)P(C1=CC=CC=C1)C1=CC=CC=C1 (tetrakis (triphenylphosphine) palladium (0)). Run in COCCOC (ethylene glycol dimethyl ether), O (water). Product: C1=C(C=CC2=CC=CC=C12)C=1C2=CC=CC=C2C(=C2C=CC=CC12)[Si](C1=CC=CC=C1)(C1=CC=CC=C1)C1=CC=CC=C1 (9-(2-naphthyl)-10-triphenysilyl anthracene). Reaction SMILES: Br[C:2]1[C:3]2[C:8]([C:9]([Si:16]([C:29]3[CH:34]=[CH:33][CH:32]=[CH:31][CH:30]=3)([C:23]3[CH:28]=[CH:27][CH:26]=[CH:25][CH:24]=3)[C:17]3[CH:22]=[CH:21][CH:20]=[CH:19][CH:18]=3)=[C:10]3[C:15]=1[CH:14]=[CH:13][CH:12]=[CH:11]3)=[CH:7][CH:6]=[CH:5][CH:4]=2.[CH:35]1[C:44]2[C:39](=[CH:40][CH:41]=[CH:42][CH:43]=2)[CH:38]=[CH:37][C:36]=1B(O)O.C([O-])([O-])=O.[K+].[K+]>COCCOC.O.[Pd].C1(P(C2C=CC=CC=2)C2C=CC=CC=2)C=CC=CC=1.C1(P(C2C=CC=CC=2)C2C=CC=CC=2)C=CC=CC=1.C1(P(C2C=CC=CC=2)C2C=CC=CC=2)C=CC=CC=1.C1(P(C2C=CC=CC=2)C2C=CC=CC=2)C=CC=CC=1>[CH:35]1[C:44]2[C:39](=[CH:40][CH:41]=[CH:42][CH:43]=2)[CH:38]=[CH:37][C:36]=1[C:2]1[C:15]2[C:10]([C:9]([Si:16]([C:29]3[CH:34]=[CH:33][CH:32]=[CH:31][CH:30]=3)([C:23]3[CH:24]=[CH:25][CH:26]=[CH:27][CH:28]=3)[C:17]3[CH:22]=[CH:21][CH:20]=[CH:19][CH:18]=3)=[C:8]3[C:3]=1[CH:4]=[CH:5][CH:6]=[CH:7]3)=[CH:11][CH:12]=[CH:13][CH:14]=2 |f:2.3.4,7.8.9.10.11|. Procedure details: 9-bromo-10-triphenysilyl anthracene (4 g, 7.8 mmol), 2-naphthylboronic acid (1.6 g, 9.4 mmol) and K2CO3 (1.5 g,15.6 mmol) were dissolved in the solvent mixture of 50 mL ethylene glycol dimethyl ether and 75 mL water. The stirred solution was added tetrakis (triphenylphosphine) palladium (0) and the mixture refluxed under N2 for 16 hours. The reaction mixture was cooled and the water extracted with acetyl acetate three times. The combined organic phase was washed with portions of brine. The organ... Starting materials: BrCC1CCN(CC1)C(=O)OC(C)(C)C (4-bromomethyl-1-tert-butoxycarbonylpiperidine), O (water), CC=1N=C2N3C1C(NC3=CC=C2)=O (1,2-dihydro-3-methyl-1,4,7b-triazacyclopent[cd]inden-2-one), [H-].[Na+] (sodium hydride). Run in CN(C)C=O (DMF), CN(C)C=O (DMF). Product: C(C)(C)(C)OC(=O)N1CCC(CC1)CN1C(C=2N3C(C=CC=C13)=NC2C)=O (1-[1-(tert-Butoxycarbonyl)piperidin-4-ylmethyl]-1,2-dihydro-3-methyl-1,4,7b-triazacyclopent[cd]inden-2-one). Yield: 62.9%. Reaction SMILES: [CH3:1][C:2]1[N:3]=[C:4]2[CH:12]=[CH:11][CH:10]=[C:9]3[N:5]2[C:6]=1[C:7](=[O:13])[NH:8]3.[H-].[Na+].Br[CH2:17][CH:18]1[CH2:23][CH2:22][N:21]([C:24]([O:26][C:27]([CH3:30])([CH3:29])[CH3:28])=[O:25])[CH2:20][CH2:19]1.O>CN(C=O)C>[C:27]([O:26][C:24]([N:21]1[CH2:22][CH2:23][CH:18]([CH2:17][N:8]2[C:9]3[N:5]4[C:4](=[N:3][C:2]([CH3:1])=[C:6]4[C:7]2=[O:13])[CH:12]=[CH:11][CH:10]=3)[CH2:19][CH2:20]1)=[O:25])([CH3:30])([CH3:28])[CH3:29] |f:1.2|. Procedure details: To a suspension of 735 mg (4.24 mmol) of 1,2-dihydro-3-methyl-1,4,7b-triazacyclopent[cd]inden-2-one in 15 ml of DMF was added, while stirring under ice-cooling, 187 mg (4.68 mmol) of 60% sodium hydride (dispersion in oil). The mixture was stirred for 20 minutes at the same temperature. To the mixture was added a solution of 1.18 g (4.24 mmol) of 4-bromomethyl-1-tert-butoxycarbonylpiperidine in 5 ml of DMF. The mixture was stirred for one hour at 100° C. After cooling, the reaction mixture was po... Reactants: NCCC=1N=CN(C1)CCCNC(CC)(C1=CC=CC=C1)CC (3-[4-(2-Aminoethyl)imidazol-1-yl]-N-(1-ethyl-1-phenylpropyl)propylamine), C(C1=CC=CC=C1)(=O)Cl (benzoyl chloride). Yields the product C(C)C(CC)(C1=CC=CC=C1)NCCCN1C=NC(=C1)CCNC(C1=CC=CC=C1)=O (N-(2-{1-[3-(1-ethyl-1-phenylpropylamino)propyl]imidazol-4-yl}ethyl)benzamide). Reaction SMILES: [NH2:1][CH2:2][CH2:3][C:4]1[N:5]=[CH:6][N:7]([CH2:9][CH2:10][CH2:11][NH:12][C:13]([CH2:22][CH3:23])([C:16]2[CH:21]=[CH:20][CH:19]=[CH:18][CH:17]=2)[CH2:14][CH3:15])[CH:8]=1.[C:24](Cl)(=[O:31])[C:25]1[CH:30]=[CH:29][CH:28]=[CH:27][CH:26]=1>>[CH2:14]([C:13]([NH:12][CH2:11][CH2:10][CH2:9][N:7]1[CH:8]=[C:4]([CH2:3][CH2:2][NH:1][C:24](=[O:31])[C:25]2[CH:30]=[CH:29][CH:28]=[CH:27][CH:26]=2)[N:5]=[CH:6]1)([C:16]1[CH:21]=[CH:20][CH:19]=[CH:18][CH:17]=1)[CH2:22][CH3:23])[CH3:15]. Procedure details: 3-[4-(2-Aminoethyl)imidazol-1-yl]-N-(1-ethyl-1-phenylpropyl)propylamine (1.0 g) was reacted with benzoyl chloride (0.38 ml) in a similar manner to Example 55 to give N-(2-{1-[3-(1-ethyl-1-phenylpropylamino)propyl]imidazol-4-yl}ethyl)benzamide, as an oil.